This data is from the Open Reaction Database (ORD), a public repository of structured organic reaction records. The task is: describe an organic reaction: reactants, conditions, products, and yield Starting materials: BrC1=NC=CC=C1 (2-bromopyridine), C(CC#C)C=1SC2=C(N1)C=C(C=C2)F (2-but-3-ynyl-5-fluoro-benzo[d]thiazole). Product: FC=1C=CC2=C(N=C(S2)CCC#CC2=NC=CC=C2)C1 (5-Fluoro-2-(4-(pyridin-2-yl)but-3-ynyl)benzo[d]thiazole), S1C=NC2=C1C=CC=C2 (benzo[d]thiazole). RXN SMILES: Br[C:2]1[CH:7]=[CH:6][CH:5]=[CH:4][N:3]=1.[CH2:8]([C:12]1[S:13][C:14]2[CH:20]=[CH:19][C:18]([F:21])=[CH:17][C:15]=2[N:16]=1)[CH2:9][C:10]#[CH:11]>>[F:21][C:18]1[CH:19]=[CH:20][C:14]2[S:13][C:12]([CH2:8][CH2:9][C:10]#[C:11][C:2]3[CH:7]=[CH:6][CH:5]=[CH:4][N:3]=3)=[N:16][C:15]=2[CH:17]=1.[S:13]1[C:14]2[CH:20]=[CH:19][CH:18]=[CH:17][C:15]=2[N:16]=[CH:12]1. Reported procedure: The title compound was prepared in accordance with the general method of Example 1, from 2-bromopyridine (220 mg, 1.39 mmol) and 2-but-3-ynyl-5-fluoro-benzo[d]thiazole (286 mg, 1.39 mmol). The crude residue was purified by flash chromatography (DCM/MeOH 99:1 to 98:2) to yield 38 mg-(0.13 mmol, 100%) of 5-fluoro-2-(4-pyridin-2-yl)but 3-ynyl)benzo[d]thiazole as an orange solid. The reactants are COC(=O)CCCCN(C)C(=O)OC(C)(C)C, CO, [Na+], [OH-]. Product: CN(CCCCC(=O)O)C(=O)OC(C)(C)C. Reaction SMILES: [C:1]([CH3:2])([CH3:3])([CH3:4])[O:5][C:6](=[O:7])[N:8]([CH3:9])[CH2:10][CH2:11][CH2:12][CH2:13][C:14](=[O:15])[O:16][CH3:17].[CH3:18][OH:19].[Na+:21].[OH-:20]>>[C:1]([CH3:2])([CH3:3])([CH3:4])[O:5][C:6](=[O:7])[N:8]([CH3:9])[CH2:10][CH2:11][CH2:12][CH2:13][C:14](=[O:15])[OH:16]. Procedure details: A solution of p-methoxy-2-bromopropiophenone ((1 g, 4.11 mmol) was added to a solution of p-methoxyanisole in N,N dimethylaniline (1.7 g, 13.82 mmol)) and heated under reflux for 3 hours. The reaction mixture was cooled to room temperature, poured into 2N HCl, and extracted with EtOAc. The organic extract was washed with water and dried over Na2SO4. Removal of the solvent under reduced pressure and flash chromatography on SiO2 using CH2Cl2 gave the desired intermediate compound 2. Reaction SMILES: [CH3:1][O:2][C:3]1[CH:8]=[CH:7][C:6]([C:9](=O)[CH:10](Br)[CH3:11])=[CH:5][CH:4]=1.[CH3:14][O:15][C:16]1[CH:21]=C[C:19](OC)=[CH:18][CH:17]=1.C[N:25](C)C1C=CC=CC=1.Cl>>[CH3:14][O:15][C:16]1[CH:21]=[C:11]2[C:19](=[CH:18][CH:17]=1)[NH:25][C:9]([C:6]1[CH:7]=[CH:8][C:3]([O:2][CH3:1])=[CH:4][CH:5]=1)=[CH:10]2. Starting materials: COC1=CC=C(C=C1)C(C(C)Br)=O (p-methoxy-2-bromopropiophenone), COC1=CC=C(C=C1)OC (p-methoxyanisole), CN(C1=CC=CC=C1)C (N,N dimethylaniline), Cl (HCl). Product: desired intermediate, COC=1C=C2C=C(NC2=CC1)C1=CC=C(C=C1)OC (5-methoxy 2-(4-methoxyphenyl)indole). The reactants are C1(=C(C(=CC(=C1)C)C)C=1C(C(C2=CC3=CC=CC=C3N=C2C1)=O)=O)C (Mesityl-acridine-quinone), CN1CCCN(C1=O)C (DMPU). The solvent is SmI2, C1CCOC1 (THF). The product is C1(C(C=CC2=NC3=CC=CC=C3C=C12)=O)=O (acridine-quinone). Isolated yield 95.0%. As a reaction SMILES: C1(C)C=C(C)C=C(C)C=1[C:9]1[C:10](=[O:24])[C:11](=[O:23])[C:12]2[C:21]([CH:22]=1)=[N:20][C:19]1[C:14](=[CH:15][CH:16]=[CH:17][CH:18]=1)[CH:13]=2.CN1C(=O)N(C)CCC1>C1COCC1>[C:11]1(=[O:23])[C:12]2[C:21](=[N:20][C:19]3[C:14]([CH:13]=2)=[CH:15][CH:16]=[CH:17][CH:18]=3)[CH:22]=[CH:9][C:10]1=[O:24]. Procedure: Under an atmosphere of argon, 151.4 mg (2.45×10−4 mol) of mesityl-acridine-quinone 43 was dissolved in 30 mL of 0.1M SmI2 in THF. Then, 2.2 mL (18.2 mmol) of DMPU were added dropwise. The reaction mixture was refluxed for 24 hr. Filtration to remove a precipitate and evaporation of solvent yielded an orange oil, which was purified by column chromatography on silica gel with 5% MeOH in CH2Cl2 to afford 48.7 mg (45%) of acridine-quinone 44 as an orange glassy solid: 1H NMR (300 MHz, DMSO-d6, TMS) ... The reactants are CCOC(C)=O, ClC(Cl)Cl, CNCCCOc1c(Cl)cc(OCC=C(Cl)Cl)cc1Cl, O=C(Cl)c1ccc(C(F)(F)F)cc1. Product: CN(CCCOc1c(Cl)cc(OCC=C(Cl)Cl)cc1Cl)C(=O)c1ccc(C(F)(F)F)cc1. As a reaction SMILES: [CH3:38][CH2:39][O:40][C:41](=[O:42])[CH3:43].[CH:21]([Cl:22])([Cl:23])[Cl:24].[Cl:1][c:2]1[cH:3][c:4]([O:15][CH2:16][CH:17]=[C:18]([Cl:19])[Cl:20])[cH:5][c:6]([Cl:14])[c:7]1[O:8][CH2:9][CH2:10][CH2:11][NH:12][CH3:13].[F:25][C:26]([c:27]1[cH:28][cH:29][c:30]([C:31](=[O:32])[Cl:33])[cH:34][cH:35]1)([F:36])[F:37]>>[Cl:1][c:2]1[cH:3][c:4]([O:15][CH2:16][CH:17]=[C:18]([Cl:19])[Cl:20])[cH:5][c:6]([Cl:14])[c:7]1[O:8][CH2:9][CH2:10][CH2:11][N:12]([CH3:13])[C:31]([c:30]1[cH:29][cH:28][c:27]([C:26]([F:25])([F:36])[F:37])[cH:35][cH:34]1)=[O:32].